Dataset: the Open Reaction Database (ORD), a public repository of structured organic reaction records. Task: describe an organic reaction: reactants, conditions, products, and yield The reactants are Cl.N[C@@H]1C(N(CC1)CC=1C=C(C#N)C=CC1)=O (3-(3-(S)-amino-2-oxo-pyrrolidin-1-ylmethyl)-benzonitrile hydrochloride), S1C2=C(C=C1S(=O)(=O)Cl)C=CC=C2 (benzo[b]thiophene-2-sulfonyl chloride), CSC1=NC=CC(=N1)C1=CC=C(S1)S(=O)(=O)Cl (5-[2-(methylthio)-pyrimidin-4-yl]thiophene-2-sulfonyl chloride). Yields the product C(#N)C=1C=C(CN2C([C@H](CC2)NS(=O)(=O)C=2SC(=CC2)C2=NC(=NC=C2)SC)=O)C=CC1 (5-(2-Methylsulfanyl-pyrimidin-4-yl)-thiophene-2-sulfonic acid [1-(3-cyanobenzyl)-2-oxo-pyrrolidin-3-(S)-yl]-amide), crude product. Reaction SMILES: Cl.[NH2:2][C@H:3]1[CH2:7][CH2:6][N:5]([CH2:8][C:9]2[CH:10]=[C:11]([CH:14]=[CH:15][CH:16]=2)[C:12]#[N:13])[C:4]1=[O:17].[CH3:18][S:19][C:20]1[N:25]=[C:24]([C:26]2[S:30][C:29]([S:31](Cl)(=[O:33])=[O:32])=[CH:28][CH:27]=2)[CH:23]=[CH:22][N:21]=1.S1C(S(Cl)(=O)=O)=CC2C=CC=CC1=2>>[C:12]([C:11]1[CH:10]=[C:9]([CH:16]=[CH:15][CH:14]=1)[CH2:8][N:5]1[CH2:6][CH2:7][C@H:3]([NH:2][S:31]([C:29]2[S:30][C:26]([C:24]3[CH:23]=[CH:22][N:21]=[C:20]([S:19][CH3:18])[N:25]=3)=[CH:27][CH:28]=2)(=[O:32])=[O:33])[C:4]1=[O:17])#[N:13] |f:0.1|. Reported procedure: The title compound is prepared from 3-(3-(S)-amino-2-oxo-pyrrolidin-1-ylmethyl)-benzonitrile hydrochloride as described in EXAMPLE 1, Part E using 5-[2-(methylthio)-pyrimidin-4-yl]thiophene-2-sulfonyl chloride in a place of benzo[b]thiophene-2-sulfonyl chloride. The crude product is obtained as a white solid and is of sufficient purity to be used in the subsequent step. Reactants: CO (methanol), C1(=CC=C(C=C1)S(=O)(=O)O)C (p-toluenesulfonic acid), IN1C(CCC1=O)=O (N-iodosuccinimide), IN1C(CCC1=O)=O (N-iodosuccinimide), C1(=CC=C(C=C1)S(=O)(=O)O)C (p-toluenesulfonic acid), NC=1C=CC(=C(C1)C(F)(F)F)[N+](=O)[O-] (5-Amino-2-nitrobenzotrifluoride). The solvent is O1CCCC1 (tetrahydrofuran). Product: IC1=C(C=C(C(=C1)[N+](=O)[O-])C(F)(F)F)N (2-Iodo-4-nitro-5-trifluoromethyl-phenylamine). Reaction SMILES: [NH2:1][C:2]1[CH:3]=[CH:4][C:5]([N+:12]([O-:14])=[O:13])=[C:6]([C:8]([F:11])([F:10])[F:9])[CH:7]=1.CO.C1(C)C=CC(S(O)(=O)=O)=CC=1.[I:28]N1C(=O)CCC1=O>O1CCCC1>[I:28][C:3]1[CH:4]=[C:5]([N+:12]([O-:14])=[O:13])[C:6]([C:8]([F:11])([F:10])[F:9])=[CH:7][C:2]=1[NH2:1]. Procedure: 5-Amino-2-nitrobenzotrifluoride (16.25 g, 78.8 mmol) was dissolved in tetrahydrofuran (100 mL) and methanol (100 mL) and to this solution was added p-toluenesulfonic acid (0.18 g, 0.95 mmol) and N-iodosuccinimide (17.8 g, 78.8 mmol). The solution was stirred all day. N-iodosuccinimide (0.78 g, 3.47 mmol) and p-toluenesulfonic acid (0.2 g, 1.05 mmol) were then added and the solution stirred overnight at room temperature under nitrogen. The solution was concentrated under vacuum to a small volume.... The reactants are C(C)OC(CCCCCCC1=CC1)=O (7-cycloprop-1-enyl-heptanoic acid ethyl ester), C(C)(C)N (isopropyl amine). Solvent: CCOCC (ether). Yields the product C(C)(C)N.C1(=CC1)CCCCCCC(=O)O (7-cycloprop-1-enyl-heptanoic acid isopropylamine salt). As a reaction SMILES: C([O:3][C:4](=[O:14])[CH2:5][CH2:6][CH2:7][CH2:8][CH2:9][CH2:10][C:11]1[CH2:13][CH:12]=1)C.[CH:15]([NH2:18])([CH3:17])[CH3:16]>CCOCC>[CH:15]([NH2:18])([CH3:17])[CH3:16].[C:11]1([CH2:10][CH2:9][CH2:8][CH2:7][CH2:6][CH2:5][C:4]([OH:14])=[O:3])[CH2:12][CH:13]=1 |f:3.4|. Procedure: A solution of 7-cycloprop-1-enyl-heptanoic acid ethyl ester in 5 ml of ether was treated with 0.1 g of isopropyl amine at room temperature. The solvent was stripped to give 40 mg of 7-cycloprop-1-enyl-heptanoic acid isopropylamine salt. Starting materials: CC1=CC=C(C(=N1)OCC1=CC=C(C=C1)OCC=1N=C(OC1C)C1=CC=CC=C1)CC#N (2-[6-methyl-2-[4-[(5-methyl-2-phenyl-4-oxazolyl)methoxy]benzyloxy]-3-pyridyl]acetonitrile), C(C)O (ethanol), [OH-].[Na+] (sodium hydroxide), Cl (Hydrochloric acid), O (water). Product: CC1=CC=C(C(=N1)OCC1=CC=C(C=C1)OCC=1N=C(OC1C)C1=CC=CC=C1)CC(=O)O (2-[6-methyl-2-[4-[(5-methyl-2-phenyl-4-oxazolyl)methoxy]benzyloxy]-3-pyridyl]acetic acid). The yield is 82.0%. As a reaction SMILES: [CH3:1][C:2]1[N:7]=[C:6]([O:8][CH2:9][C:10]2[CH:15]=[CH:14][C:13]([O:16][CH2:17][C:18]3[N:19]=[C:20]([C:24]4[CH:29]=[CH:28][CH:27]=[CH:26][CH:25]=4)[O:21][C:22]=3[CH3:23])=[CH:12][CH:11]=2)[C:5]([CH2:30][C:31]#N)=[CH:4][CH:3]=1.C(O)C.[OH-:36].[Na+].Cl.[OH2:39]>>[CH3:1][C:2]1[N:7]=[C:6]([O:8][CH2:9][C:10]2[CH:15]=[CH:14][C:13]([O:16][CH2:17][C:18]3[N:19]=[C:20]([C:24]4[CH:25]=[CH:26][CH:27]=[CH:28][CH:29]=4)[O:21][C:22]=3[CH3:23])=[CH:12][CH:11]=2)[C:5]([CH2:30][C:31]([OH:39])=[O:36])=[CH:4][CH:3]=1 |f:2.3|. Procedure details: To a mixture of 2-[6-methyl-2-[4-[(5-methyl-2-phenyl-4-oxazolyl)methoxy]benzyloxy]-3-pyridyl]acetonitrile. (0.58 g), ethanol (10 mL) was added a 2N aqueous sodium hydroxide solution (10 mL) and the mixture was heated under reflux for 24 hrs. 1N Hydrochloric acid (20 mL) and water were added to the reaction mixture and the mixture was extracted with ethyl acetate. The organic layer was washed with saturated brine, dried over anhydrous magnesium sulfate and concentrated to give crystals (0.51 g, 8... Reactants: N1=C(C=CC=C1)C=1C=C(C=O)C=CC1 (3-(2-Pyridinyl)benzaldehyde), N1=C(C=CC=C1)C1=CC=C(C=O)C=C1 (4-(2-pyridinyl)-benzaldehyde). The product is N1=C(C=CC=C1)C=1C=C(C=CC1)/C=C/C=O ((E)-3-[3-(2-Pyridinyl)phenyl]-2-propenal). RXN SMILES: [N:1]1[CH:6]=[CH:5][CH:4]=[CH:3][C:2]=1[C:7]1[CH:8]=[C:9]([CH:12]=[CH:13][CH:14]=1)[CH:10]=O.N1C=CC=CC=1C1C=C[C:24]([CH:25]=[O:26])=CC=1>>[N:1]1[CH:6]=[CH:5][CH:4]=[CH:3][C:2]=1[C:7]1[CH:8]=[C:9](/[CH:10]=[CH:24]/[CH:25]=[O:26])[CH:12]=[CH:13][CH:14]=1. Procedure: The title compound was prepared by a procedure analogous to Reference Example 31 by substituting 3-(2-pyridinyl)benzaldehyde (prepared as described in Reference Example 23) for the 4-(2-pyridinyl)-benzaldehyde of Reference Example 31. MS 210 (M+H)+. Reactants: CC(=O)C(=O)OCC(C)C, Nc1ccc(Cl)cc1. The product is CC(C)COC(=O)C(C)Nc1ccc(Cl)cc1. As a reaction SMILES: [C:9]([C:10](=[O:11])[CH3:12])(=[O:13])[O:14][CH2:15][CH:16]([CH3:17])[CH3:18].[NH2:1][c:2]1[cH:3][cH:4][c:5]([Cl:6])[cH:7][cH:8]1>>[NH:1]([c:2]1[cH:3][cH:4][c:5]([Cl:6])[cH:7][cH:8]1)[CH:10]([C:9](=[O:13])[O:14][CH2:15][CH:16]([CH3:17])[CH3:18])[CH3:12].